describe an organic reaction: reactants, conditions, products, and yield From a dataset of the Open Reaction Database (ORD), a public repository of structured organic reaction records. RXN SMILES: [CH3:22][CH2:23][OH:24].[Cl:1][c:2]1[cH:3][c:4]([CH3:19])[c:5](-[c:8]2[c:9]([C:14](=[O:15])[O:16][CH2:17][CH3:18])[cH:10][cH:11][cH:12][cH:13]2)[cH:6][cH:7]1.[Na+:21].[OH-:20]>>[Cl:1][c:2]1[cH:3][c:4]([CH3:19])[c:5](-[c:8]2[c:9]([C:14](=[O:15])[OH:16])[cH:10][cH:11][cH:12][cH:13]2)[cH:6][cH:7]1. Yields the product Cc1cc(Cl)ccc1-c1ccccc1C(=O)O. Reactants: CCO, CCOC(=O)c1ccccc1-c1ccc(Cl)cc1C, [Na+], [OH-]. The reactants are CCCC(=O)Cl, CC(CO)NCc1ccc(-c2ccccc2-c2nnnn2C(c2ccccc2)(c2ccccc2)c2ccccc2)cc1, Cc1ccccc1, CCN(C(C)C)C(C)C, O. Product: CCCC(=O)N(Cc1ccc(-c2ccccc2-c2nnnn2C(c2ccccc2)(c2ccccc2)c2ccccc2)cc1)C(C)CO. Reaction SMILES: [C:1]([CH2:2][CH2:3][CH3:4])(=[O:5])[Cl:6].[C:7]([c:8]1[cH:9][cH:10][cH:11][cH:12][cH:13]1)([c:14]1[cH:15][cH:16][cH:17][cH:18][cH:19]1)([c:20]1[cH:21][cH:22][cH:23][cH:24][cH:25]1)[n:26]1[n:27][n:28][n:29][c:30]1-[c:31]1[c:32](-[c:37]2[cH:38][cH:39][c:40]([CH2:43][NH:44][CH:45]([CH2:46][OH:47])[CH3:48])[cH:41][cH:42]2)[cH:33][cH:34][cH:35][cH:36]1.[CH3:59][c:60]1[cH:61][cH:62][cH:63][cH:64][cH:65]1.[CH:49]([N:50]([CH2:51][CH3:52])[CH:53]([CH3:54])[CH3:55])([CH3:56])[CH3:57].[OH2:58]>>[C:1]([CH2:2][CH2:3][CH3:4])(=[O:5])[N:44]([CH2:43][c:40]1[cH:39][cH:38][c:37](-[c:32]2[c:31](-[c:30]3[n:26]([C:7]([c:8]4[cH:9][cH:10][cH:11][cH:12][cH:13]4)([c:14]4[cH:15][cH:16][cH:17][cH:18][cH:19]4)[c:20]4[cH:21][cH:22][cH:23][cH:24][cH:25]4)[n:27][n:28][n:29]3)[cH:36][cH:35][cH:34][cH:33]2)[cH:42][cH:41]1)[CH:45]([CH2:46][OH:47])[CH3:48]. Starting materials: [OH-].[Na+] (NaOH), C(C)(C)(C)OC(NC1=C(C=CC=C1)NC(=O)C=1OC2=C(C1)C=C(C=C2)C=C)=O ({2-[(5-Vinyl-benzofuran-2-carbonyl)-amino]-phenyl}-carbamic acid tert-butyl ester), solution, B1C2CCCC1CCC2 (9-BBN). Run in O (water), C1CCOC1 (THF), C1CCOC1 (THF). Run at time 2 hour. Yields the product C(C)(C)(C)OC(NC1=C(C=CC=C1)NC(=O)C=1OC2=C(C1)C=C(C=C2)CCO)=O ((2-{[5-(2-Hydroxy-ethyl)-benzofuran-2-carbonyl]-amino}-phenyl)-carbamic acid tert-butyl ester). Yield: 6.3%. RXN SMILES: [C:1]([O:5][C:6](=[O:28])[NH:7][C:8]1[CH:13]=[CH:12][CH:11]=[CH:10][C:9]=1[NH:14][C:15]([C:17]1[O:18][C:19]2[CH:25]=[CH:24][C:23]([CH:26]=[CH2:27])=[CH:22][C:20]=2[CH:21]=1)=[O:16])([CH3:4])([CH3:3])[CH3:2].B1C2CCCC1CCC2.[OH-:38].[Na+]>C1COCC1.O>[C:1]([O:5][C:6](=[O:28])[NH:7][C:8]1[CH:13]=[CH:12][CH:11]=[CH:10][C:9]=1[NH:14][C:15]([C:17]1[O:18][C:19]2[CH:25]=[CH:24][C:23]([CH2:26][CH2:27][OH:38])=[CH:22][C:20]=2[CH:21]=1)=[O:16])([CH3:4])([CH3:3])[CH3:2] |f:2.3|. Procedure details: A solution of 114 mg (o.30 mmol) {2-[(5-Vinyl-benzofuran-2-carbonyl)-amino]-phenyl}-carbamic acid tert-butyl ester (57), 5 ml THF and 1.4 ml of a 0.5M solution of 9-BBN in THF was stirred at rt for 4 h. A solution of 86 mg NaOH in 0.6 ml water was added and stirring was continued for further 2 h. The reaction mixture was washed with brine and the organic phase dried over sodium sulfate, the solvent was evaporated and the residue subjected to silica gel chromatography (petrolether/ethylacetate 1:... Product: CCOC(=O)c1cc2c(Cl)cc(OCc3ccccc3)cc2n1C. The reactants are CCOC(=O)c1cc2c(Cl)cc(OCc3ccccc3)cc2[nH]1, CI, CN(C)C=O, [H-], [Na+], O. Reaction SMILES: [CH2:1]([c:2]1[cH:3][cH:4][cH:5][cH:6][cH:7]1)[O:8][c:9]1[cH:10][c:11]([Cl:23])[c:12]2[cH:13][c:14]([C:18](=[O:19])[O:20][CH2:21][CH3:22])[nH:15][c:16]2[cH:17]1.[CH3:26][I:27].[CH3:29][N:30]([CH3:31])[CH:32]=[O:33].[H-:24].[Na+:25].[OH2:28]>>[CH2:1]([c:2]1[cH:3][cH:4][cH:5][cH:6][cH:7]1)[O:8][c:9]1[cH:10][c:11]([Cl:23])[c:12]2[cH:13][c:14]([C:18](=[O:19])[O:20][CH2:21][CH3:22])[n:15]([CH3:26])[c:16]2[cH:17]1. Reactants: BrC1=CC(=C(C=C1)C1(CCC1)C(=O)O)OC (1-(4-bromo-2-methoxyphenyl)cyclobutanecarboxylic acid), B.O1CCCC1 (borane tetrahydrofuran). Run in O1CCCC1 (tetrahydrofuran). Run at time 3 hour. The product is BrC1=CC(=C(C=C1)C1(CCC1)CO)OC ([1-(4-Bromo-2-methoxyphenyl)cyclobutyl]methanol). Isolated yield 92.2%. As a reaction SMILES: [Br:1][C:2]1[CH:7]=[CH:6][C:5]([C:8]2([C:12](O)=[O:13])[CH2:11][CH2:10][CH2:9]2)=[C:4]([O:15][CH3:16])[CH:3]=1.B.O1CCCC1>O1CCCC1>[Br:1][C:2]1[CH:7]=[CH:6][C:5]([C:8]2([CH2:12][OH:13])[CH2:9][CH2:10][CH2:11]2)=[C:4]([O:15][CH3:16])[CH:3]=1 |f:1.2|. Procedure: To a mixture of 1-(4-bromo-2-methoxyphenyl)cyclobutanecarboxylic acid (320 mg, 1.12 mmol) in dry tetrahydrofuran (10 mL) was added borane-tetrahydrofuran (0.67 mL, 6.7 mmol) dropwise. The mixture was stirred at room temperature for 3 hours. The reaction mixture was quenched by water and extracted with dichloromethane. The organic layers were combined, dried over sodium sulfate, and concentrated to give the title compound (280 mg, 92%) as a colorless oil. 1H NMR (500 MHz, DMSO-d6) δ 7.05 (m, 2H),... The reactants are Cc1noc2cccc(OCC(O)CNC3CCc4ccccc4C3)c12, CCO, Cl, Cc1noc2cccc(OCC3CO3)c12. Product: NC1CCc2ccccc2C1. RXN SMILES: [CH2:17]1[CH:18]([NH:27][CH2:28][CH:29]([OH:30])[CH2:31][O:32][c:33]2[c:34]3[c:35]([CH3:36])[n:37][o:38][c:39]3[cH:40][cH:41][cH:42]2)[CH2:19][CH2:20][c:21]2[cH:22][cH:23][cH:24][cH:25][c:26]21.[CH3:43][CH2:44][OH:45].[ClH:16].[O:1]1[CH2:2][CH:3]1[CH2:4][O:5][c:6]1[c:7]2[c:8]([CH3:9])[n:10][o:11][c:12]2[cH:13][cH:14][cH:15]1>>[CH2:17]1[CH:18]([NH2:27])[CH2:19][CH2:20][c:21]2[cH:22][cH:23][cH:24][cH:25][c:26]21. Product: BrC=1C(=C(C(=O)NC2=CC(=CC(=C2)Cl)Cl)C=C(C1)Br)O (3,5-Dibromo-N-(3,5-dichlorophenyl)-2-hydroxybenzamide). Starting materials: BrC1=C(C(C(=O)O)=CC(=C1)Br)O (3,5-dibromosalicylic acid), ClC=1C=C(N)C=C(C1)Cl (3,5-dichloroaniline), raw materials. Procedure details: Using 3,5-dibromosalicylic acid and 3,5-dichloroaniline as the raw materials, the same operation as the example 16 gave the title compound. Reaction SMILES: [Br:1][C:2]1[CH:10]=[C:9]([Br:11])[CH:8]=[C:4]([C:5]([OH:7])=O)[C:3]=1[OH:12].[Cl:13][C:14]1[CH:15]=[C:16]([CH:18]=[C:19]([Cl:21])[CH:20]=1)[NH2:17]>>[Br:1][C:2]1[C:3]([OH:12])=[C:4]([CH:8]=[C:9]([Br:11])[CH:10]=1)[C:5]([NH:17][C:16]1[CH:15]=[C:14]([Cl:13])[CH:20]=[C:19]([Cl:21])[CH:18]=1)=[O:7]. Yield: 44.2%. Starting materials: C(#N)[BH3-].[Na+] (sodium cyanoborohydride), C(=O)CN(C(C1=CC(=CC=C1)OC)=O)C1=C(C=CC=C1)OC (N-Formylmethyl-3-methoxy-N-(2-methoxyphenyl)-benzamide), FC1=CC=C(C(=O)C2CCNCC2)C=C1 (4-(4-fluorobenzoyl)piperidine), 4A, CC(=O)C (acetone). Solvent: CCOCC (ether), CO (methanol). Reaction conditions: time 45 minute. The product is FC1=CC=C(C(=O)C2CCN(CC2)CCN(C(C2=CC(=CC=C2)OC)=O)C2=C(C=CC=C2)OC)C=C1 (N-{2-[4-(4-Fluorobenzoyl)piperidino]ethyl}-3-methoxy-N-(2-methoxyphenyl)benzamide). Yield: 46.1%. Reaction SMILES: [CH:1]([CH2:3][N:4]([C:15]1[CH:20]=[CH:19][CH:18]=[CH:17][C:16]=1[O:21][CH3:22])[C:5](=[O:14])[C:6]1[CH:11]=[CH:10][CH:9]=[C:8]([O:12][CH3:13])[CH:7]=1)=O.[F:23][C:24]1[CH:37]=[CH:36][C:27]([C:28]([CH:30]2[CH2:35][CH2:34][NH:33][CH2:32][CH2:31]2)=[O:29])=[CH:26][CH:25]=1.C([BH3-])#N.[Na+].CC(C)=O>CO.CCOCC>[F:23][C:24]1[CH:25]=[CH:26][C:27]([C:28]([CH:30]2[CH2:35][CH2:34][N:33]([CH2:1][CH2:3][N:4]([C:15]3[CH:20]=[CH:19][CH:18]=[CH:17][C:16]=3[O:21][CH3:22])[C:5](=[O:14])[C:6]3[CH:11]=[CH:10][CH:9]=[C:8]([O:12][CH3:13])[CH:7]=3)[CH2:32][CH2:31]2)=[O:29])=[CH:36][CH:37]=1 |f:2.3|. Reported procedure: N-Formylmethyl-3-methoxy-N-(2-methoxyphenyl)-benzamide (141 mg, 0.473 mmol), and 4-(4-fluorobenzoyl)piperidine (125 mg, 0.60 mmol) were dissolved in methanol (4.5 ml) to which was subsequently added molecular sieve 4A (300 mg) at room temperature. After 1 hour of stirring at the same temperature, sodium cyanoborohydride (12 mg, 0.191 mmol) was added to the above mixture, followed by 45 minutes of stirring and subsequent addition of acetone (2 ml). The reaction solution was diluted with ether (15...